This data is from the Open Reaction Database (ORD), a public repository of structured organic reaction records. The task is: describe an organic reaction: reactants, conditions, products, and yield The reactants are O (water), ClCC=1N=C(SC1)C1=CC=CC=C1 (4-(Chloromethyl)-2-phenyl-1,3-thiazole), Cl.COC1=C(C(=CC=C1)[N+](=O)[O-])N(CCNC)CCC (N-(2-methoxy-6-nitrophenyl)-N′-methyl-N-propylethane-1,2-diamine hydrochloride), C([O-])([O-])=O.[Na+].[Na+] (sodium carbonate). Solvent: C(C)(=O)OCC (ethyl acetate), CO (MeOH), CN(C)C=O (DMF), C(C)(=O)OCC (ethyl acetate). Conditions: temperature 45 celsius, time 2 hour. The product is COC1=C(C(=CC=C1)[N+](=O)[O-])N1CCN(CCC1)CC1=CN=C(S1)C1=CC=CC=C1 (1-(2-methoxy-6-nitrophenyl)-4-(2-phenylthiazol-5-ylmethyl)-[1,4]diazepane). The yield is 40.0%. RXN SMILES: ClC[C:3]1[N:4]=[C:5]([C:8]2[CH:13]=[CH:12][CH:11]=[CH:10][CH:9]=2)[S:6][CH:7]=1.Cl.[CH3:15][O:16][C:17]1[CH:22]=[CH:21][CH:20]=[C:19]([N+:23]([O-:25])=[O:24])[C:18]=1[N:26]([CH2:31][CH2:32][CH3:33])[CH2:27][CH2:28][NH:29][CH3:30].C(=O)([O-])[O-].[Na+].[Na+].O>CN(C=O)C.C(OCC)(=O)C.CO>[CH3:15][O:16][C:17]1[CH:22]=[CH:21][CH:20]=[C:19]([N+:23]([O-:25])=[O:24])[C:18]=1[N:26]1[CH2:31][CH2:32][CH2:33][N:29]([CH2:30][C:7]2[S:6][C:5]([C:8]3[CH:9]=[CH:10][CH:11]=[CH:12][CH:13]=3)=[N:4][CH:3]=2)[CH2:28][CH2:27]1 |f:1.2,3.4.5|. Procedure: 4-(Chloromethyl)-2-phenyl-1,3-thiazole (300 mg, 1.5 mmol, 1 equiv), N-(2-methoxy-6-nitrophenyl)-N′-methyl-N-propylethane-1,2-diamine hydrochloride (all from step 1, 1 equiv), and sodium carbonate (300 mg, 2 equiv) were suspended in 5 mL of anhydrous DMF. The mixture was stirred at 45° C. for 2 hours. After cooling down to room temperature, ethyl acetate (100 mL) and water (50 mL) were added. The organic layer was subjected to flash chromatography (0 to 5% MeOH in ethyl acetate) to give 1-(2-meth... The product is COc1ccc(C(=O)NCc2c(C(=O)N(C)C)n(-c3ccccc3)c3cc(Cl)ccc3c2=O)cc1. Reactants: COc1ccc(C(=O)O)cc1, CN(C)C(=O)c1c(CN)c(=O)c2ccc(Cl)cc2n1-c1ccccc1. Reaction SMILES: [CH3:26][O:27][c:28]1[cH:29][cH:30][c:31]([C:34]([OH:35])=[O:36])[cH:32][cH:33]1.[NH2:1][CH2:2][c:3]1[c:4]([C:21](=[O:22])[N:23]([CH3:24])[CH3:25])[n:5](-[c:15]2[cH:16][cH:17][cH:18][cH:19][cH:20]2)[c:6]2[cH:7][c:8]([Cl:14])[cH:9][cH:10][c:11]2[c:12]1=[O:13]>>[NH:1]([CH2:2][c:3]1[c:4]([C:21](=[O:22])[N:23]([CH3:24])[CH3:25])[n:5](-[c:15]2[cH:16][cH:17][cH:18][cH:19][cH:20]2)[c:6]2[cH:7][c:8]([Cl:14])[cH:9][cH:10][c:11]2[c:12]1=[O:13])[C:34]([c:31]1[cH:30][cH:29][c:28]([O:27][CH3:26])[cH:33][cH:32]1)=[O:35]. Reactants: COC(C)(C)C, CCOC(=O)C1(C)CC1, C1CCOC1, CC(C)(C)[O-], CC#N, CCCC[O-], CO, Cl, [K+], [Na+], [Na+], O=S(=O)([O-])[O-], O. Yields the product CC1(C(=O)CC#N)CC1. Reaction SMILES: [C:30]([O:31][CH3:32])([CH3:33])([CH3:34])[CH3:35].[CH2:12]([O:13][C:15](=[O:16])[C:17]1([CH3:20])[CH2:18][CH2:19]1)[CH3:14].[CH2:7]1[O:8][CH2:9][CH2:10][CH2:11]1.[CH3:1][C:2]([CH3:3])([O-:4])[CH3:5].[CH3:21][C:22]#[N:23].[CH3:24][CH2:25][CH2:26][CH2:27][O-:28].[CH3:44][OH:45].[ClH:36].[K+:6].[Na+:37].[Na+:38].[O-:39][S:40](=[O:41])(=[O:42])[O-:43].[OH2:29]>>[C:15](=[O:16])([C:17]1([CH3:20])[CH2:18][CH2:19]1)[CH2:21][C:22]#[N:23].